Task: describe an organic reaction: reactants, conditions, products, and yield. Dataset: the Open Reaction Database (ORD), a public repository of structured organic reaction records Reactants: aqueous solution, S(=O)([O-])S(=O)[O-].[Na+].[Na+] (sodium hydrosulfite), [OH-].[Na+] (sodium hydroxide), Cl (hydrochloric acid), C(C)(=O)OC1=C(C=C(C=C1C)OC(C)=O)C(C)(C)C (1,4-diacetoxy-2-t-butyl-6-methylbenzene). Reaction SMILES: [C:1]([O:4][C:5]1[C:10]([CH3:11])=[CH:9][C:8]([O:12]C(=O)C)=[CH:7][C:6]=1[C:16]([CH3:19])([CH3:18])[CH3:17])(=[O:3])[CH3:2].S(S([O-])=O)([O-])=O.[Na+].[Na+].[OH-].[Na+].Cl>C(O)C.O>[C:1]([O:4][C:5]1[C:10]([CH3:11])=[CH:9][C:8]([OH:12])=[CH:7][C:6]=1[C:16]([CH3:19])([CH3:18])[CH3:17])(=[O:3])[CH3:2] |f:1.2.3,4.5|. Conditions: temperature 0 celsius. Procedure: 1.05 g of 1,4-diacetoxy-2-t-butyl-6-methylbenzene was dissolved in 10 ml of ethanol and 2 ml of an aqueous solution containing 0.23 g of sodium hydrosulfite and 0.17 g of sodium hydroxide was added dropwise with stirring at 0° C. The reaction solution was neutralized with 1N hydrochloric acid, and then combined with water and extracted with ethyl acetate. The organic layers were dried over anhydrous magnesium sulfate, and then concentrated. The concentrate was purified by silica gel column chrom... The solvent is C(C)O (ethanol), O (water). The product is C(C)(=O)OC1=C(C=C(C=C1C)O)C(C)(C)C (4-acetoxy-3-t-butyl-5-methylphenol). The yield is 49.8%. Starting materials: COC(=O)[C@@H]1CN(CC[C@@H]1C1=CC(=C(C=C1)Cl)Cl)C ((±)-Cis-1-methyl-4-(3,4-dichlorophenyl)-piperidine-3-carboxylic acid methyl ester), [H-].[H-].[H-].[H-].[Li+].[Al+3] (LiAlH4). Run in O1CCCC1 (tetrahydrofuran). Reaction conditions: temperature -30 celsius, time 3 hour. Product: CN1C[C@H]([C@H](CC1)C1=CC(=C(C=C1)Cl)Cl)CO ((±)-Cis-1-methyl-3-hydroxymethyl-4-(3,4-dichlorophenyl)-piperidine). As a reaction SMILES: C[O:2][C:3]([C@H:5]1[C@@H:10]([C:11]2[CH:16]=[CH:15][C:14]([Cl:17])=[C:13]([Cl:18])[CH:12]=2)[CH2:9][CH2:8][N:7]([CH3:19])[CH2:6]1)=O.[H-].[H-].[H-].[H-].[Li+].[Al+3]>O1CCCC1>[CH3:19][N:7]1[CH2:8][CH2:9][C@H:10]([C:11]2[CH:16]=[CH:15][C:14]([Cl:17])=[C:13]([Cl:18])[CH:12]=2)[C@H:5]([CH2:3][OH:2])[CH2:6]1 |f:1.2.3.4.5.6|. Procedure details: A solution of (1) (5.0 g, 17 mmol) in tetrahydrofuran (50 ml) at −50° C. was added LiAlH4 (0.50 g, 13 mmol). Stirred at −30° C. for three hours, then quenched by addition of water and evaporated to a solid. The residue was dissolved in dichloromethane, dried with magnesium sulfate and evaporated to dryness. Yield 4.6 g of (3) (100%). Mp. 127-129° C. The reactants are O=CCC12CC3CC(CC(C3)C1)C2, NC(Cc1c[nH]c2ccccc12)C(=O)OCc1ccccc1, ClCCl, O=C(O)C(F)(F)F. The product is O=C(OCc1ccccc1)C1Cc2c([nH]c3ccccc23)C(CC23CC4CC(CC(C4)C2)C3)N1. RXN SMILES: [C:30]12([CH2:40][CH:41]=[O:42])[CH2:31][CH:32]3[CH2:33][CH:34]([CH2:35][CH:36]([CH2:37]1)[CH2:38]3)[CH2:39]2.[CH2:8]([c:9]1[cH:10][cH:11][cH:12][cH:13][cH:14]1)[O:15][C:16]([CH:17]([NH2:18])[CH2:19][c:20]1[cH:21][nH:22][c:23]2[cH:24][cH:25][cH:26][cH:27][c:28]12)=[O:29].[Cl:43][CH2:44][Cl:45].[OH:1][C:2]([C:3]([F:4])([F:5])[F:6])=[O:7]>>[CH2:8]([c:9]1[cH:10][cH:11][cH:12][cH:13][cH:14]1)[O:15][C:16]([CH:17]1[NH:18][CH:41]([CH2:40][C:30]23[CH2:31][CH:32]4[CH2:33][CH:34]([CH2:35][CH:36]([CH2:37]2)[CH2:38]4)[CH2:39]3)[c:21]2[c:20]([c:28]3[c:23]([nH:22]2)[cH:24][cH:25][cH:26][cH:27]3)[CH2:19]1)=[O:29]. Starting materials: C(C1=CC=CC=C1)OC1=C(C=CC(=C1)F)C1=C(C=NC=C1)N(C(C1=CC(=CC(=C1)C(F)(F)F)C(F)(F)F)=O)C (N-[4-(2-Benzyloxy-4-fluoro-phenyl)-pyridin-3-yl]-N-methyl-3,5-bis-trifluoromethyl-benzamide), [H][H] (hydrogen). Reagents/catalysts: [Pd] (Pd—C). Run in CO (MeOH). The product is FC1=CC(=C(C=C1)C1=C(C=NC=C1)N(C(C1=CC(=CC(=C1)C(F)(F)F)C(F)(F)F)=O)C)O (N-[4-(4-Fluoro-2-hydroxy-phenyl)-pyridin-3-yl]-N-methyl-3,5-bis-trifluoromethyl-benzamide). Isolated yield 83.2%. Reaction SMILES: C([O:8][C:9]1[CH:14]=[C:13]([F:15])[CH:12]=[CH:11][C:10]=1[C:16]1[CH:21]=[CH:20][N:19]=[CH:18][C:17]=1[N:22]([CH3:39])[C:23](=[O:38])[C:24]1[CH:29]=[C:28]([C:30]([F:33])([F:32])[F:31])[CH:27]=[C:26]([C:34]([F:37])([F:36])[F:35])[CH:25]=1)C1C=CC=CC=1.[H][H]>CO.[Pd]>[F:15][C:13]1[CH:12]=[CH:11][C:10]([C:16]2[CH:21]=[CH:20][N:19]=[CH:18][C:17]=2[N:22]([CH3:39])[C:23](=[O:38])[C:24]2[CH:25]=[C:26]([C:34]([F:37])([F:36])[F:35])[CH:27]=[C:28]([C:30]([F:31])([F:32])[F:33])[CH:29]=2)=[C:9]([OH:8])[CH:14]=1. Reported procedure: A solution of N-[4-(2-benzyloxy-4-fluoro-phenyl)-pyridin-3-yl]-N-methyl-3,5-bis-trifluoromethyl-benzamide (65 mg, 0.118 mmol, example 43) in MeOH (10 mL) was purged with argon for 20 minutes before 10% Pd—C (10 mg) was added. The resulting reaction mixture was hydrogenated under balloon pressure hydrogen at 25° C. for 16 hours. The reaction mixture was filtered through a bed of celite and the residue was further washed with EtOAc. The combined filtrate was concentrated in vacuo, and the crude ma... Reactants: Cc1ccc(C=O)cc1C, CCO, I, N=C(NN)NCc1ccccc1. Product: Cc1ccc(C=NNC(=N)NCc2ccccc2)cc1C, I. Reaction SMILES: [CH3:1][c:2]1[cH:3][c:4]([CH:5]=[O:6])[cH:7][cH:8][c:9]1[CH3:10].[CH3:24][CH2:25][OH:26].[IH:11].[NH2:12][NH:13][C:14](=[NH:15])[NH:16][CH2:17][c:18]1[cH:19][cH:20][cH:21][cH:22][cH:23]1>>[CH3:1][c:2]1[cH:3][c:4]([CH:5]=[N:12][NH:13][C:14](=[NH:15])[NH:16][CH2:17][c:18]2[cH:19][cH:20][cH:21][cH:22][cH:23]2)[cH:7][cH:8][c:9]1[CH3:10].[IH:11].